Dataset: the Open Reaction Database (ORD), a public repository of structured organic reaction records. Task: describe an organic reaction: reactants, conditions, products, and yield The reactants are CCC(c1ccccc1)C(Br)C(=O)O, CC(O)=S, CN(C)C=O, [H-], [Na+]. Product: CCC(c1ccccc1)C(SC(C)=O)C(=O)O. RXN SMILES: [Br:1][CH:2]([C:3](=[O:4])[OH:5])[CH:6]([CH2:7][CH3:8])[c:9]1[cH:10][cH:11][cH:12][cH:13][cH:14]1.[C:15]([CH3:16])(=[S:17])[OH:18].[CH3:21][N:22]([CH3:23])[CH:24]=[O:25].[H-:19].[Na+:20]>>[CH:2]([C:3](=[O:4])[OH:5])([CH:6]([CH2:7][CH3:8])[c:9]1[cH:10][cH:11][cH:12][cH:13][cH:14]1)[S:17][C:15]([CH3:16])=[O:18]. The reactants are Cl, CCOC(=O)c1csc(CC(F)(F)F)n1, O. Product: O=C(O)c1csc(CC(F)(F)F)n1. As a reaction SMILES: [ClH:16].[F:1][C:2]([CH2:3][c:4]1[s:5][cH:6][c:7]([C:9](=[O:10])[O:11][CH2:12][CH3:13])[n:8]1)([F:14])[F:15].[OH2:17]>>[F:1][C:2]([CH2:3][c:4]1[s:5][cH:6][c:7]([C:9](=[O:10])[OH:11])[n:8]1)([F:14])[F:15]. Reactants: C1=CC=CC=2C3=CC=CC=C3C(C12)COC(NC1=CC(=C(C=C1)NC(=O)C=1C(=NC=CC1)OCC1=CC=CC=C1)OCC1=CC=CC=C1)=O ({3-Benzyloxy-4-[(2-benzyloxy-pyridine-3-carbonyl)-amino]-phenyl}-carbamic acid 9H-fluoren-9-ylmethyl ester), N1CCCCC1 (Piperidine). Run in C1CCOC1 (THF), CN(C)C=O (DMF). Reaction conditions: time 1 hour. Yields the product NC1=CC(=C(C=C1)NC(C1=C(N=CC=C1)OCC1=CC=CC=C1)=O)OCC1=CC=CC=C1 (N-(4-Amino-2-benzyloxy-phenyl)-2-benzyloxy-nicotinamide). Yield: 81.0%. Reaction SMILES: C1C2C(COC(=O)[NH:17][C:18]3[CH:23]=[CH:22][C:21]([NH:24][C:25]([C:27]4[C:28]([O:33][CH2:34][C:35]5[CH:40]=[CH:39][CH:38]=[CH:37][CH:36]=5)=[N:29][CH:30]=[CH:31][CH:32]=4)=[O:26])=[C:20]([O:41][CH2:42][C:43]4[CH:48]=[CH:47][CH:46]=[CH:45][CH:44]=4)[CH:19]=3)C3C(=CC=CC=3)C=2C=CC=1.N1CCCCC1>C1COCC1.CN(C=O)C>[NH2:17][C:18]1[CH:23]=[CH:22][C:21]([NH:24][C:25](=[O:26])[C:27]2[CH:32]=[CH:31][CH:30]=[N:29][C:28]=2[O:33][CH2:34][C:35]2[CH:40]=[CH:39][CH:38]=[CH:37][CH:36]=2)=[C:20]([O:41][CH2:42][C:43]2[CH:48]=[CH:47][CH:46]=[CH:45][CH:44]=2)[CH:19]=1. Procedure details: {3-Benzyloxy-4-[(2-benzyloxy-pyridine-3-carbonyl)-amino]-phenyl}-carbamic acid 9H-fluoren-9-ylmethyl ester (424) (0.430 g, 0.664 mmol) was dissolved in a mixture of THF (6 mL) and DMF (3 mL). Piperidine (12.88 mmol) was added. The mixture was shaken at room temperature for 1 h. LC-MS indicated complete de-protection at this point. The mixture was concentrated under reduced pressure to give a dark brown/purple oil. Purification by flash chromatography on silica gel using a gradient of hexane and ... As a reaction SMILES: [Mg].Br[C:3]1[CH:8]=[CH:7][C:6]([C:9]2[O:10][CH2:11][C:12]([CH3:15])([CH3:14])[N:13]=2)=[CH:5][CH:4]=1.[CH2:16]([N:23]1[CH2:28][CH2:27][C:26](=[O:29])[CH2:25][CH2:24]1)[C:17]1[CH:22]=[CH:21][CH:20]=[CH:19][CH:18]=1.[Cl-].[NH4+]>II.C(OCC)(=O)C.O1CCCC1>[CH2:16]([N:23]1[CH2:28][CH2:27][C:26]([C:3]2[CH:8]=[CH:7][C:6]([C:9]3[O:10][CH2:11][C:12]([CH3:15])([CH3:14])[N:13]=3)=[CH:5][CH:4]=2)([OH:29])[CH2:25][CH2:24]1)[C:17]1[CH:18]=[CH:19][CH:20]=[CH:21][CH:22]=1 |f:3.4|. The reagents and catalysts are II (iodine). The yield is 34.7%. The solvent is C(C)(=O)OCC (ethyl acetate), O1CCCC1 (tetrahydrofuran). Reactants: [Cl-].[NH4+] (ammonium chloride), [Mg] (Magnesium), BrC1=CC=C(C=C1)C=1OCC(N1)(C)C (2-(4-bromophenyl)-4,5-dihydro-4,4-dimethyloxazole), C(C1=CC=CC=C1)N1CCC(CC1)=O (1-benzyl-4-piperidone). Product: C(C1=CC=CC=C1)N1CCC(CC1)(O)C1=CC=C(C=C1)C=1OCC(N1)(C)C (1-Benzyl-4-(4-(4,4-dimethyl-4,5-dihydrooxazol-2-yl)phenyl)piperidin-4-ol). Procedure details: Magnesium (3.10 g, 127 mmol), iodine (135 mg, 0.531 mmol), and 2-(4-bromophenyl)-4,5-dihydro-4,4-dimethyloxazole (27 g, 106 mmol) were added to tetrahydrofuran (120 mL), and the mixture was heated under reflux for 1 hour. This reaction mixture was cooled to mom temperature, then 1-benzyl-4-piperidone (21.7 mL, 117 mmol) was added, and the mixture was heated under reflux for 3 hours. The reaction mixture was cooled to room temperature and then a saturated aqueous ammonium chloride solution and et... Starting materials: ClC=1C(=NNC1)C=1SC(=CC1)Cl (4-Chloro-3-(5-chloro-thiophen-2-yl)-1H-pyrazole), CN(C)C=O (DMF), C(=O)([O-])[O-].[K+].[K+] (K2CO3), ClCC(=O)N1CCN(CC1)C1=CC=C(C=C1)F (2-Chloro-1-[4-(4-fluoro-phenyl)-piperazin-1-yl]-ethanone). Run in CCCCCC.C(C)(=O)OCC (hexane ethyl acetate). Product: ClC=1C(=NN(C1)CC(=O)N1CCN(CC1)C1=CC=C(C=C1)F)C=1SC(=CC1)Cl (2-[4-Chloro-3-(5-chloro-thiophen-2-yl)-pyrazol-1-yl]-1-[4-(4-fluoro-phenyl)-piperazin-1-yl]-ethanone). RXN SMILES: [Cl:1][C:2]1[C:3]([C:7]2[S:8][C:9]([Cl:12])=[CH:10][CH:11]=2)=[N:4][NH:5][CH:6]=1.C([O-])([O-])=O.[K+].[K+].Cl[CH2:20][C:21]([N:23]1[CH2:28][CH2:27][N:26]([C:29]2[CH:34]=[CH:33][C:32]([F:35])=[CH:31][CH:30]=2)[CH2:25][CH2:24]1)=[O:22].CN(C=O)C>CCCCCC.C(OCC)(=O)C>[Cl:1][C:2]1[C:3]([C:7]2[S:8][C:9]([Cl:12])=[CH:10][CH:11]=2)=[N:4][N:5]([CH2:20][C:21]([N:23]2[CH2:24][CH2:25][N:26]([C:29]3[CH:34]=[CH:33][C:32]([F:35])=[CH:31][CH:30]=3)[CH2:27][CH2:28]2)=[O:22])[CH:6]=1 |f:1.2.3,6.7|. Procedure details: Protocol T was followed using 4-Chloro-3-(5-chloro-thiophen-2-yl)-1H-pyrazole, K2CO3, 2-Chloro-1-[4-(4-fluoro-phenyl)-piperazin-1-yl]-ethanone and DMF. Column chromatography using a solvent mixture (hexane/ethyl acetate=2/3) afforded the title compound as yellow solid. 1H NMR (400 MHz, CDCl3): 7.58 (s, 1H), 7.38-7.42 (d, 1H), 6.94-7.1 (m, 2H), 6.84-6.88 (dd, 2H), 4.96 (s, 2H), 3.62-3.81 (m, 4H), 3.02-3.14 (m, 4H). 13C NMR (400 MHz, CDCl3): 165, 158.8, 156.8, 142.4, 131, 126.8, 124.8, 119, 116, 1... Starting materials: C1(=CC=CC=C1)SC1CC(CC1)=O (3-phenylthiocyclopentanone), Cl.NO (hydroxylamine hydrochloride). Solvent: N1=CC=CC=C1 (pyridine). Run at time 3 hour. Product: C1(=CC=CC=C1)SC1CC(CC1)=NO (3-Phenylthiocyclopentanone oxime). The yield is 98.1%. As a reaction SMILES: [C:1]1([S:7][CH:8]2[CH2:12][CH2:11][C:10](=O)[CH2:9]2)[CH:6]=[CH:5][CH:4]=[CH:3][CH:2]=1.Cl.[NH2:15][OH:16]>N1C=CC=CC=1>[C:1]1([S:7][CH:8]2[CH2:12][CH2:11][C:10](=[N:15][OH:16])[CH2:9]2)[CH:6]=[CH:5][CH:4]=[CH:3][CH:2]=1 |f:1.2|. Procedure: To a solution of 3-phenylthiocyclopentanone (Syn. Commun., 1987, 17, 1607) (6.00 g, 30 mmol) in dry pyridine (50 ml) was added hydroxylamine hydrochloride (3.20 g, 45 mmol) and the reaction mixture was stirred for 3 h at room temperature. After the solvent was evaporated off, the residue was partitioned between water (50 ml) and ethyl acetate (100 ml), the aqueous layer separated and extracted with ethyl acetate (100 ml). The combined organic layer was washed with 1N aqueous hydrochloric acid (1...